From a dataset of the Open Reaction Database (ORD), a public repository of structured organic reaction records. describe an organic reaction: reactants, conditions, products, and yield The reactants are CO, ClCCl, CN1CC(c2ccc(F)cc2)C2(CCCN(C(=O)C(Cc3c[nH]c4ccccc34)NC(=O)C(C)(C)NC(=O)OC(C)(C)C)C2)C1=O, O=C(O)C(F)(F)F. Product: CN1CC(c2ccc(F)cc2)C2(CCCN(C(=O)C(Cc3c[nH]c4ccccc34)NC(=O)C(C)(C)N)C2)C1=O. Reaction SMILES: [CH3:54][OH:55].[Cl:56][CH2:57][Cl:58].[F:1][c:2]1[cH:3][cH:4][c:5]([CH:8]2[CH2:9][N:10]([CH3:46])[C:11](=[O:45])[C:12]23[CH2:13][N:14]([C:18]([CH:19]([CH2:20][c:21]2[cH:22][nH:23][c:24]4[cH:25][cH:26][cH:27][cH:28][c:29]24)[NH:30][C:31]([C:32]([CH3:33])([CH3:34])[NH:35][C:36](=[O:37])[O:38][C:39]([CH3:40])([CH3:41])[CH3:42])=[O:43])=[O:44])[CH2:15][CH2:16][CH2:17]3)[cH:6][cH:7]1.[F:47][C:48]([F:49])([F:50])[C:51]([OH:52])=[O:53]>>[F:1][c:2]1[cH:3][cH:4][c:5]([CH:8]2[CH2:9][N:10]([CH3:46])[C:11](=[O:45])[C:12]23[CH2:13][N:14]([C:18]([CH:19]([CH2:20][c:21]2[cH:22][nH:23][c:24]4[cH:25][cH:26][cH:27][cH:28][c:29]24)[NH:30][C:31]([C:32]([CH3:33])([CH3:34])[NH2:35])=[O:43])=[O:44])[CH2:15][CH2:16][CH2:17]3)[cH:6][cH:7]1.